This data is from the Open Reaction Database (ORD), a public repository of structured organic reaction records. The task is: describe an organic reaction: reactants, conditions, products, and yield Reactants: Cn1cc(C(=O)NCCCCCCN2CCC(CNC(=O)OC(C)(C)C)C2)c2ccccc21, COc1cc(N)c(Cl)cc1C(=O)O. Product: COc1cc(N)c(Cl)cc1C(=O)NCC1CCN(CCCCCCNC(=O)c2cn(C)c3ccccc23)C1. RXN SMILES: [C:1]([O:2][C:6](=[O:7])[NH:8][CH2:9][CH:10]1[CH2:11][N:12]([CH2:15][CH2:16][CH2:17][CH2:18][CH2:19][CH2:20][NH:21][C:22](=[O:23])[c:24]2[cH:25][n:26]([CH3:33])[c:27]3[cH:28][cH:29][cH:30][cH:31][c:32]23)[CH2:13][CH2:14]1)([CH3:3])([CH3:4])[CH3:5].[NH2:34][c:35]1[cH:36][c:37]([O:45][CH3:46])[c:38]([C:39]([OH:40])=[O:41])[cH:42][c:43]1[Cl:44]>>[C:6](=[O:7])([NH:8][CH2:9][CH:10]1[CH2:11][N:12]([CH2:15][CH2:16][CH2:17][CH2:18][CH2:19][CH2:20][NH:21][C:22](=[O:23])[c:24]2[cH:25][n:26]([CH3:33])[c:27]3[cH:28][cH:29][cH:30][cH:31][c:32]23)[CH2:13][CH2:14]1)[c:38]1[c:37]([O:45][CH3:46])[cH:36][c:35]([NH2:34])[c:43]([Cl:44])[cH:42]1. The reactants are B, CCCCCCCNC(=O)Cc1csc(SC(C)(C)C(=O)O)n1, C1CCOC1, C1CCOC1. The product is CCCCCCCNCCc1csc(SC(C)(C)C(=O)O)n1. As a reaction SMILES: [BH3:29].[CH2:1]([CH2:2][CH2:3][CH2:4][CH2:5][CH2:6][CH3:7])[NH:8][C:9]([CH2:10][c:11]1[n:12][c:13]([S:16][C:17]([C:18](=[O:19])[OH:20])([CH3:21])[CH3:22])[s:14][cH:15]1)=[O:23].[O:24]1[CH2:25][CH2:26][CH2:27][CH2:28]1.[O:30]1[CH2:31][CH2:32][CH2:33][CH2:34]1>>[CH2:1]([CH2:2][CH2:3][CH2:4][CH2:5][CH2:6][CH3:7])[NH:8][CH2:9][CH2:10][c:11]1[n:12][c:13]([S:16][C:17]([C:18](=[O:19])[OH:20])([CH3:21])[CH3:22])[s:14][cH:15]1. Reactants: [K+], [K+], O=C([O-])[O-], CC(C)(C)C(NC(=O)c1ccc(Cl)cc1)n1nnc2ccccc21, NC(=O)C(=O)Nc1cccnc1. Product: CC(C)(C)C(NC(=O)C(=O)Nc1cccnc1)NC(=O)c1ccc(Cl)cc1. RXN SMILES: [K+:37].[K+:38].[O-:39][C:40]([O-:41])=[O:42].[n:1]1([CH:10]([C:11]([CH3:12])([CH3:13])[CH3:14])[NH:15][C:16]([c:17]2[cH:18][cH:19][c:20]([Cl:23])[cH:21][cH:22]2)=[O:24])[c:2]2[cH:3][cH:4][cH:5][cH:6][c:7]2[n:8][n:9]1.[n:25]1[cH:26][c:27]([NH:31][C:32]([C:33](=[O:34])[NH2:35])=[O:36])[cH:28][cH:29][cH:30]1>>[CH:10]([C:11]([CH3:12])([CH3:13])[CH3:14])([NH:15][C:16]([c:17]1[cH:18][cH:19][c:20]([Cl:23])[cH:21][cH:22]1)=[O:24])[NH:35][C:33]([C:32]([NH:31][c:27]1[cH:26][n:25][cH:30][cH:29][cH:28]1)=[O:36])=[O:34]. Starting materials: ClC=1C2=C(N=C(N1)C1=C(C=CC=C1)Cl)N=CC=C2 (4-Chloro-2-(2-chloro-phenyl)-pyrido[2,3-d]pyrimidine), FC=1C=CC=C2C(=NNC12)N (7-Fluoro-1H-indazol-3-ylamine). Yields the product ClC1=C(C=CC=C1)C=1N=C(C2=C(N1)N=CC=C2)NC2=NNC1=C(C=CC=C21)F ([2-(2-Chloro-phenyl)-pyrido[2,3-d]pyrimidin-4-yl]-(7-fluoro-1H-indazol-3-yl)-amine), di-TFA. Isolated yield 46.0%. RXN SMILES: Cl[C:2]1[C:3]2[CH:18]=[CH:17][CH:16]=[N:15][C:4]=2[N:5]=[C:6]([C:8]2[CH:13]=[CH:12][CH:11]=[CH:10][C:9]=2[Cl:14])[N:7]=1.[F:19][C:20]1[CH:21]=[CH:22][CH:23]=[C:24]2[C:28]=1[NH:27][N:26]=[C:25]2[NH2:29]>>[Cl:14][C:9]1[CH:10]=[CH:11][CH:12]=[CH:13][C:8]=1[C:6]1[N:7]=[C:2]([NH:29][C:25]2[C:24]3[C:28](=[C:20]([F:19])[CH:21]=[CH:22][CH:23]=3)[NH:27][N:26]=2)[C:3]2[CH:18]=[CH:17][CH:16]=[N:15][C:4]=2[N:5]=1. Procedure details: Prepared from 4-Chloro-2-(2-chloro-phenyl)-pyrido[2,3-d]pyrimidine (100 mg, 0.36 mmol) and 7-Fluoro-1H-indazol-3-ylamine (108 mg, 0.72 mmol). Purification by preparative HPLC afforded the title compound as a yellow, di-TFA salt (93 mg, 46% yield). HPLC-Method A, Rt 3.04 min; 1H NMR (DMSO, 500 MHz): δ 13.67 (1H, s), 11.40–11.25 (1H, bs), 9.35–9.25 (2H, m), 7.95 (1H, m), 7.80–7.47 (5H, m), 7.35(1H, m), 7.15 (1H, m); MS (m/z), MH+ 391.1. Run in C(C)O (ethanol). Yields the product C(C)(C)(C)OC(=O)N1[C@@H](C(=O)O)C[C@@H](C1)N ((4S)-1-(tert-Butoxycarbonyl)-4-amino-D-proline). Yield: 116.8%. Reactants: trans azido, C(C)(C)(C)OC(=O)N1[C@@H](C(=O)O)C[C@@H](C1)N=[N+]=[N-] ((4S)-1-(tert-Butoxycarbonyl)-4-azido-D-proline). Procedure details: The trans azido acid 20b (2.0 g, 7.81 mmol) was hydrogenated as for the synthesis of 6, to give 2.1 g (97% yield) of 21 containing an equivalent of ethanol (by 1H NMR), after crystallization from ethanol, m.p.=225°-226° C. (decomp.) 1H NMR (CDCl3) δ 1.42/1.47 (2s, 9H), 2.28 (m, 1H), 2.45 (m, 1H), 3.58 (m, 1H), 3.80 (m, 1H), 3.99 (m, 1H), 4.24 (m, 1H). Anal. after high vacuum at 55° C. for 18 h; (C10H18N2O4.0.25 H2O) C, H, N. Reaction SMILES: [C:1]([O:5][C:6]([N:8]1[CH2:15][C@@H:14]([N:16]=[N+]=[N-])[CH2:13][C@@H:9]1[C:10]([OH:12])=[O:11])=[O:7])([CH3:4])([CH3:3])[CH3:2]>C(O)C>[C:1]([O:5][C:6]([N:8]1[CH2:15][C@@H:14]([NH2:16])[CH2:13][C@@H:9]1[C:10]([OH:12])=[O:11])=[O:7])([CH3:4])([CH3:2])[CH3:3]. Run at time 18 minute. Reported procedure: To a mixture of {3-[3-(6-benzyl-1-methyl-6H-pyrrolo[2,3-e][1,2,4]triazolo[4,3-a]pyridin-7-yl)-1H-pyrazol-1-yl]azetidin-3-yl}acetonitrile (11 mg, 0.026 mmol, from Example 90) in DCM (0.50 mL) was added formaldehyde (10 mg, 0.13 mmol, 37 wt % in water, Aldrich), followed by sodium triacetoxyborohydride (16 mg, 0.078 mmol). The reaction was complete in 18 minutes. Purification via preparative HPLC-MS (C18 eluting with a gradient of MeCN and H2O containing 0.15% NH4OH) afforded product. Yield: (8.2 ... Product: C(C1=CC=CC=C1)N1C(=CC2=C1C=CC=1N2C(=NN1)C)C1=NN(C=C1)C1(CN(C1)C)CC#N ({3-[3-(6-benzyl-1-methyl-6H-pyrrolo[2,3-e][1,2,4]triazolo[4,3-a]pyridin-7-yl)-1H-pyrazol-1-yl]-1-methylazetidin-3-yl}acetonitrile). Starting materials: C=O (formaldehyde), C(C1=CC=CC=C1)N1C(=CC2=C1C=CC=1N2C(=NN1)C)C1=NN(C=C1)C1(CNC1)CC#N ({3-[3-(6-benzyl-1-methyl-6H-pyrrolo[2,3-e][1,2,4]triazolo[4,3-a]pyridin-7-yl)-1H-pyrazol-1-yl]azetidin-3-yl}acetonitrile), C(C)(=O)O[BH-](OC(C)=O)OC(C)=O.[Na+] (sodium triacetoxyborohydride). Reaction SMILES: [CH2:1]([N:8]1[C:12]2[CH:13]=[CH:14][C:15]3[N:16]([C:17]([CH3:20])=[N:18][N:19]=3)[C:11]=2[CH:10]=[C:9]1[C:21]1[CH:25]=[CH:24][N:23]([C:26]2([CH2:30][C:31]#[N:32])[CH2:29][NH:28][CH2:27]2)[N:22]=1)[C:2]1[CH:7]=[CH:6][CH:5]=[CH:4][CH:3]=1.C=O.[C:35](O[BH-](OC(=O)C)OC(=O)C)(=O)C.[Na+]>C(Cl)Cl>[CH2:1]([N:8]1[C:12]2[CH:13]=[CH:14][C:15]3[N:16]([C:17]([CH3:20])=[N:18][N:19]=3)[C:11]=2[CH:10]=[C:9]1[C:21]1[CH:25]=[CH:24][N:23]([C:26]2([CH2:30][C:31]#[N:32])[CH2:29][N:28]([CH3:35])[CH2:27]2)[N:22]=1)[C:2]1[CH:7]=[CH:6][CH:5]=[CH:4][CH:3]=1 |f:2.3|. The solvent is C(Cl)Cl (DCM). The reactants are C(C)OC(CN1N=CC2=CC=C(C=C12)COC1=CC=C(C=C1)C1=C(C=C(C(=C1)F)F)OC)=O ([6-(4′,5′-difluoro-2′-methoxy-biphenyl-4-yloxymethyl)-indazol-1-yl]-acetic acid ethyl ester), C(C)OC(CN1N=CC2=CC=C(C=C12)COC1=CC=C(C=C1)C1=C(C=C(C(=C1)F)F)OC)=O ([6-(4′,5′-Difluoro-2′-methoxy-biphenyl-4-yloxymethyl)-indazol-1-yl]-acetic acid ethyl ester), O.[OH-].[Li+] (lithium hydroxide hydrate), CCOC(=O)C (EtOAc), Cl (HCl). The solvent is O (H2O), C1CCOC1 (THF). The product is FC1=CC(=C(C=C1F)C1=CC=C(C=C1)OCC1=CC=C2C=NN(C2=C1)CC(=O)O)OC ([6-(4′,5′-difluoro-2′-methoxy-biphenyl-4-yloxymethyl)-indazol-1-yl]-acetic acid). RXN SMILES: C([O:3][C:4](=[O:33])[CH2:5][N:6]1[C:14]2[C:9](=[CH:10][CH:11]=[C:12]([CH2:15][O:16][C:17]3[CH:22]=[CH:21][C:20]([C:23]4[CH:28]=[C:27]([F:29])[C:26]([F:30])=[CH:25][C:24]=4[O:31][CH3:32])=[CH:19][CH:18]=3)[CH:13]=2)[CH:8]=[N:7]1)C.O.[OH-].[Li+].CCOC(C)=O.Cl>C1COCC1.O>[F:30][C:26]1[C:27]([F:29])=[CH:28][C:23]([C:20]2[CH:19]=[CH:18][C:17]([O:16][CH2:15][C:12]3[CH:13]=[C:14]4[C:9]([CH:8]=[N:7][N:6]4[CH2:5][C:4]([OH:33])=[O:3])=[CH:10][CH:11]=3)=[CH:22][CH:21]=2)=[C:24]([O:31][CH3:32])[CH:25]=1 |f:1.2.3|. Reported procedure: [6-(4′,5′-Difluoro-2′-methoxy-biphenyl-4-yloxymethyl)-indazol-1-yl]-acetic acid ethyl ester (0.095 g, 0.204 mmol) and lithium hydroxide hydrate (10 mg, 0.245 mmol) in 5 mL THF/1 mL H2O was stirred at RT for 6 hrs. The reaction was distributed between EtOAc and H2O. The water layer was made acidic to pH 3 with 1N HCl and the organic layer was separated and concentrated in vacuo. The crude product was purified by trituration with Et2O to yield [6-(4′,5′-difluoro-2′-methoxy-biphenyl-4-yloxymethyl)-... Reactants: O (water), BrN1C(CCC1=O)=O (N-bromosuccinimide), C1(CC1)C=1OC=2C(N1)=C(C(=C(C2F)C(=C)OCC)C)C#N (2-Cyclopropyl-6-[1-(ethoxy)ethenyl]-7-fluoro-5-methyl-1,3-benzoxazole-4-carbonitrile). Solvent: O1CCCC1 (tetrahydrofuran). Conditions: time 45 minute. Yields the product BrCC(=O)C=1C(=C2C(N=C(O2)C2CC2)=C(C1C)C#N)F (6-(2-Bromoacetyl)-2-cyclopropyl-7-fluoro-5-methyl-1,3-benzoxazole-4-carbonitrile). Yield: 94.9%. RXN SMILES: [CH:1]1([C:4]2[O:5][C:6]3[C:7](=[C:9]([C:20]#[N:21])[C:10]([CH3:19])=[C:11]([C:14]([O:16]CC)=[CH2:15])[C:12]=3[F:13])[N:8]=2)[CH2:3][CH2:2]1.O.[Br:23]N1C(=O)CCC1=O>O1CCCC1>[Br:23][CH2:16][C:14]([C:11]1[C:12]([F:13])=[C:6]2[O:5][C:4]([CH:1]3[CH2:3][CH2:2]3)=[N:8][C:7]2=[C:9]([C:20]#[N:21])[C:10]=1[CH3:19])=[O:15]. Reported procedure: 2-Cyclopropyl-6-[1-(ethoxy)ethenyl]-7-fluoro-5-methyl-1,3-benzoxazole-4-carbonitrile (I-78) (9.34 g, 30.1 mmol) was dissolved in tetrahydrofuran (450 ml), then water (27 ml) and N-bromosuccinimide (5.73 g, 31.58 mmol) were added all at a time, followed by stirring at room temperature for 45 minutes. After the reaction, the solvent was evaporated away under reduced pressure, followed by dilution with ethyl acetate and by washing with aqueous sodium thiosulfate solution and saturated brine. The ob... Product: O1CCOC12CCC(CC2)N2N=CC(=C2)C2=CN(C1=CC(=CC=C21)F)S(=O)(=O)C2=CC=CC=C2 (3-(1-(1,4-dioxaspiro[4.5]decan-8-yl)-1H-pyrazol-4-yl)-6-fluoro-1-(phenylsulfonyl)-1H-indole). Procedure details: Following the general method as outlined in Intermediate 16, starting from 6-fluoro-1-(phenylsulfonyl)-3-(1H-pyrazol-4-yl)-1H-indole (Intermediate 5; 600 mg; 1.76 mmol) and 1,4-dioxaspiro[4.5]decan-8-ylmethanesulfonate (498 mg; 2.11 mmol), 500 mg (59%) of the title compound was obtained as a white solid after purification by reverse phase flash chromatography. Reactants: Intermediate 16, O1CCOC12CCC(CC2)CS(=O)(=O)[O-] (1,4-dioxaspiro[4.5]decan-8-ylmethanesulfonate), FC1=CC=C2C(=CN(C2=C1)S(=O)(=O)C1=CC=CC=C1)C=1C=NNC1 (6-fluoro-1-(phenylsulfonyl)-3-(1H-pyrazol-4-yl)-1H-indole), FC1=CC=C2C(=CN(C2=C1)S(=O)(=O)C1=CC=CC=C1)C=1C=NNC1 (6-fluoro-1-(phenylsulfonyl)-3-(1H-pyrazol-4-yl)-1H-indole). The yield is 59.0%. RXN SMILES: [F:1][C:2]1[CH:10]=[C:9]2[C:5]([C:6]([C:20]3[CH:21]=[N:22][NH:23][CH:24]=3)=[CH:7][N:8]2[S:11]([C:14]2[CH:19]=[CH:18][CH:17]=[CH:16][CH:15]=2)(=[O:13])=[O:12])=[CH:4][CH:3]=1.[O:25]1[C:29]2([CH2:34][CH2:33][CH:32](CS([O-])(=O)=O)[CH2:31][CH2:30]2)[O:28][CH2:27][CH2:26]1>>[O:25]1[C:29]2([CH2:34][CH2:33][CH:32]([N:23]3[CH:24]=[C:20]([C:6]4[C:5]5[C:9](=[CH:10][C:2]([F:1])=[CH:3][CH:4]=5)[N:8]([S:11]([C:14]5[CH:15]=[CH:16][CH:17]=[CH:18][CH:19]=5)(=[O:12])=[O:13])[CH:7]=4)[CH:21]=[N:22]3)[CH2:31][CH2:30]2)[O:28][CH2:27][CH2:26]1.